This data is from the Open Reaction Database (ORD), a public repository of structured organic reaction records. The task is: describe an organic reaction: reactants, conditions, products, and yield The reactants are [H-].[Al+3].[Li+].[H-].[H-].[H-] (lithium aluminum hydride), C(C1=CC=CC=C1)(C1=CC=CC=C1)(C1=CC=CC=C1)N1C(C1)C(=O)OC (methyl 1-trityl-2-aziridinecarboxylate), resultant mixture, [OH-].[Na+] (NaOH), O (water), resultant mixture, O (water). The solvent is CCOCC (ether), C(C)OCC (diethyl ether). Run at time 1 hour. The product is C(C1=CC=CC=C1)(C1=CC=CC=C1)(C1=CC=CC=C1)N1C(C1)CO ((1-tritylaziridin-2-yl)methanol). Reaction SMILES: [H-].[Al+3].[Li+].[H-].[H-].[H-].[C:7]([N:26]1[CH2:28][CH:27]1[C:29](OC)=[O:30])([C:20]1[CH:25]=[CH:24][CH:23]=[CH:22][CH:21]=1)([C:14]1[CH:19]=[CH:18][CH:17]=[CH:16][CH:15]=1)[C:8]1[CH:13]=[CH:12][CH:11]=[CH:10][CH:9]=1.O.[OH-].[Na+]>CCOCC>[C:7]([N:26]1[CH2:28][CH:27]1[CH2:29][OH:30])([C:14]1[CH:15]=[CH:16][CH:17]=[CH:18][CH:19]=1)([C:20]1[CH:25]=[CH:24][CH:23]=[CH:22][CH:21]=1)[C:8]1[CH:9]=[CH:10][CH:11]=[CH:12][CH:13]=1 |f:0.1.2.3.4.5,8.9|. Reported procedure: To a cold (0° C.) solution of lithium aluminum hydride in diethyl ether (1 M, 15 mL, 15 mmol) under an atmosphere of nitrogen, a solution of methyl 1-trityl-2-aziridinecarboxylate (5.04 g, 14.7 mmol) in anhydrous ether (60 mL) was added over a period of 0.5 h. The resultant mixture was allowed to slowly warm up and stirred at room temperature for 1 hour. The resultant mixture was cooled back to 0° C. and treated successively with water (0.57 mL) over a period of 10 minutes, followed by addition ... Starting materials: C(C)(C)(C)[C@@H]1O[C@@](C(O1)=O)(C1=CC=CC=C1)[C@H]1CC(CC1)=O ((2R,5R)-2-(t-butyl)-5-((1R)-3-oxocyclopentyl)-5-phenyl-1,3-dioxolan-4-one), FC(CN(CC)OS(O)(=O)=O)(F)F (trifluorodiethylaminosulfuric acid). The solvent is C(Cl)(Cl)Cl (chloroform), C(Cl)(Cl)Cl (chloroform). Reaction conditions: time 20 hour. Yields the product C(C)(C)(C)[C@@H]1O[C@@](C(O1)=O)(C1=CC=CC=C1)[C@H]1CC(CC1)(F)F ((2R,5R)-2-(t-butyl)-5-((1R)-3,3-difluorocyclopentyl)-5-phenyl-1,3-dioxolan-4-one). As a reaction SMILES: [C:1]([C@H:5]1[O:9][C:8](=[O:10])[C@@:7]([C@@H:17]2[CH2:21]CC(=O)[CH2:18]2)([C:11]2[CH:16]=[CH:15][CH:14]=[CH:13][CH:12]=2)[O:6]1)([CH3:4])([CH3:3])[CH3:2].F[C:24]([F:35])([F:34])[CH2:25]N(OS(=O)(=O)O)CC>C(Cl)(Cl)Cl>[C:1]([C@H:5]1[O:9][C:8](=[O:10])[C@@:7]([C@@H:17]2[CH2:21][CH2:25][C:24]([F:34])([F:35])[CH2:18]2)([C:11]2[CH:16]=[CH:15][CH:14]=[CH:13][CH:12]=2)[O:6]1)([CH3:4])([CH3:3])[CH3:2]. Procedure: To a solution of 2.8 g of (2R,5R)-2-(t-butyl)-5-((1R)-3-oxocyclopentyl)-5-phenyl-1,3-dioxolan-4-one in 30 ml of chloroform, 4.89 ml of trifluorodiethylaminosulfuric acid was added under cooling with ice, followed by 20 hours' stirring at room temperature. The reaction liquid was diluted with chloroform, washed successively with water and with saturated brine, and dried over anhydrous magnesium sulfate. Distilling the solvent off under reduced pressure, the resulting residue was purified on silic... The reactants are C(C)(C)(C)OC(N(C1=C(C=NC=C1)Cl)CC=C)=O (allyl-(3-chloro-pyridin-4-yl)-carbamic acid tert-butyl ester), C([O-])([O-])=O.[K+].[K+] (potassium carbonate). Reagents/catalysts: [Cl-].C(CCC)[N+](CCCC)(CCCC)CCCC (tetrabutylammonium chloride), C(C)(=O)[O-].[Pd+2].C(C)(=O)[O-] (palladium acetate). Run in CN(C)C=O (DMF), C(Cl)Cl (DCM). Conditions: time 1.5 hour. The product is C(C)(C)(C)OC(=O)N1C=C(C=2C=NC=CC21)C (3-methyl-pyrrolo [3,2-c]pyridine-1-carboxylic acid tert-butyl ester), C(C)(C)(C)OC(=O)N1CC(C=2C=NC=CC21)=C (3-methylene-2,3-dihydro-pyrrolo[3,2-c]pyridine-1-carboxylic acid tert-butyl ester). Isolated yield 117.7%. RXN SMILES: [C:1]([O:5][C:6](=[O:18])[N:7]([CH2:15][CH:16]=[CH2:17])[C:8]1[CH:13]=[CH:12][N:11]=[CH:10][C:9]=1Cl)([CH3:4])([CH3:3])[CH3:2].C(=O)([O-])[O-].[K+].[K+]>[Cl-].C([N+](CCCC)(CCCC)CCCC)CCC.CN(C=O)C.C(Cl)Cl.C([O-])(=O)C.[Pd+2].C([O-])(=O)C>[C:1]([O:5][C:6]([N:7]1[C:8]2[CH:13]=[CH:12][N:11]=[CH:10][C:9]=2[C:16]([CH3:17])=[CH:15]1)=[O:18])([CH3:4])([CH3:3])[CH3:2].[C:1]([O:5][C:6]([N:7]1[C:8]2[CH:13]=[CH:12][N:11]=[CH:10][C:9]=2[C:16](=[CH2:17])[CH2:15]1)=[O:18])([CH3:4])([CH3:3])[CH3:2] |f:1.2.3,4.5,8.9.10|. Procedure: A mixture of allyl-(3-chloro-pyridin-4-yl)-carbamic acid tert-butyl ester (8.25 g, 30.8 mmol), tetrabutylammonium chloride (9.67 g, 30.8 mmol), palladium acetate (691 mg, 3.08 mmol) and potassium carbonate (12.8 g, 92.3 mmol) in DMF (100 mL) is heated at 800 C. for 1.5 h. The reaction is diluted with DCM and washed three times with water. The organic layer is dried (Na2SO4), filtered and concentrated. The residue is chromatographed through silica gel eluting with 0-40% EtOAc in heptane to afford... The reactants are CC(=O)O[BH-](OC(C)=O)OC(C)=O, O=C([O-])O, CC(C)(C)[Si](C)(C)OC(CNCc1ccccc1)c1ccc(OCc2ccccc2)c2[nH]c(=O)ccc12, CC(=O)O, ClCCl, [Na+], [Na+], O=CCCCCCCCCN1CCC(OC(=O)Nc2ccccc2-c2ccccc2)CC1. Yields the product CC(C)(C)[Si](C)(C)OC(CN(CCCCCCCCCN1CCC(OC(=O)Nc2ccccc2-c2ccccc2)CC1)Cc1ccccc1)c1ccc(OCc2ccccc2)c2[nH]c(=O)ccc12. As a reaction SMILES: [C:74]([O:75][BH-:76]([O:77][C:78](=[O:79])[CH3:80])[O:81][C:82](=[O:83])[CH3:84])(=[O:85])[CH3:86].[C:88](=[O:89])([OH:90])[O-:91].[CH2:1]([c:2]1[cH:3][cH:4][cH:5][cH:6][cH:7]1)[NH:8][CH2:9][CH:10]([O:11][Si:12]([CH3:13])([CH3:14])[C:15]([CH3:16])([CH3:17])[CH3:18])[c:19]1[c:20]2[cH:21][cH:22][c:23](=[O:37])[nH:24][c:25]2[c:26]([O:29][CH2:30][c:31]2[cH:32][cH:33][cH:34][cH:35][cH:36]2)[cH:27][cH:28]1.[CH3:38][C:39](=[O:40])[OH:41].[Cl:93][CH2:94][Cl:95].[Na+:87].[Na+:92].[O:42]=[CH:43][CH2:44][CH2:45][CH2:46][CH2:47][CH2:48][CH2:49][CH2:50][CH2:51][N:52]1[CH2:53][CH2:54][CH:55]([O:58][C:59]([NH:60][c:61]2[c:62](-[c:67]3[cH:68][cH:69][cH:70][cH:71][cH:72]3)[cH:63][cH:64][cH:65][cH:66]2)=[O:73])[CH2:56][CH2:57]1>>[CH2:1]([c:2]1[cH:3][cH:4][cH:5][cH:6][cH:7]1)[N:8]([CH2:9][CH:10]([O:11][Si:12]([CH3:13])([CH3:14])[C:15]([CH3:16])([CH3:17])[CH3:18])[c:19]1[c:20]2[cH:21][cH:22][c:23](=[O:37])[nH:24][c:25]2[c:26]([O:29][CH2:30][c:31]2[cH:32][cH:33][cH:34][cH:35][cH:36]2)[cH:27][cH:28]1)[CH2:43][CH2:44][CH2:45][CH2:46][CH2:47][CH2:48][CH2:49][CH2:50][CH2:51][N:52]1[CH2:53][CH2:54][CH:55]([O:58][C:59]([NH:60][c:61]2[c:62](-[c:67]3[cH:68][cH:69][cH:70][cH:71][cH:72]3)[cH:63][cH:64][cH:65][cH:66]2)=[O:73])[CH2:56][CH2:57]1. Reactants: ClC=1C=C2C=C(N(C2=CC1)C1=CC(=CC=C1)C(F)(F)F)C(CCCCCC)NC1=CC=C(C=C1)C(=O)NCCC(=O)OCC (ethyl 3-[({4-[(1-{5-chloro-1-[3-(trifluoromethyl)phenyl]-1H-indol-2-yl}heptyl)amino]phenyl}carbonyl)amino]propanoate), O1CCCC1 (tetrahydrofuran), [OH-].[Na+] (sodium hydroxide). Run in C(C)O (ethanol). Reaction conditions: time 2 hour. Yields the product ClC=1C=C2C=C(N(C2=CC1)C1=CC(=CC=C1)C(F)(F)F)C(CCCCCC)NC1=CC=C(C=C1)C(=O)NCCC(=O)O (3-[({4-[(1-{5-chloro-1-[3-(trifluoromethyl)phenyl]-1H-indol-2-yl}heptyl)amino]phenyl}carbonyl)amino]propanoic acid). Yield: 97.0%. RXN SMILES: [Cl:1][C:2]1[CH:3]=[C:4]2[C:8](=[CH:9][CH:10]=1)[N:7]([C:11]1[CH:16]=[CH:15][CH:14]=[C:13]([C:17]([F:20])([F:19])[F:18])[CH:12]=1)[C:6]([CH:21]([NH:28][C:29]1[CH:34]=[CH:33][C:32]([C:35]([NH:37][CH2:38][CH2:39][C:40]([O:42]CC)=[O:41])=[O:36])=[CH:31][CH:30]=1)[CH2:22][CH2:23][CH2:24][CH2:25][CH2:26][CH3:27])=[CH:5]2.O1CCCC1.[OH-].[Na+]>C(O)C>[Cl:1][C:2]1[CH:3]=[C:4]2[C:8](=[CH:9][CH:10]=1)[N:7]([C:11]1[CH:16]=[CH:15][CH:14]=[C:13]([C:17]([F:20])([F:19])[F:18])[CH:12]=1)[C:6]([CH:21]([NH:28][C:29]1[CH:34]=[CH:33][C:32]([C:35]([NH:37][CH2:38][CH2:39][C:40]([OH:42])=[O:41])=[O:36])=[CH:31][CH:30]=1)[CH2:22][CH2:23][CH2:24][CH2:25][CH2:26][CH3:27])=[CH:5]2 |f:2.3|. Procedure: To a mixture of ethyl 3-[({4-[(1-{5-chloro-1-[3-(trifluoromethyl)phenyl]-1H-indol-2-yl}heptyl)amino]phenyl}carbonyl)amino]propanoate (273 mg) synthesized above, tetrahydrofuran (5 mL) and ethanol (5 mL) was added 1N aqueous sodium hydroxide solution (5.00 mL), and the mixture was stirred at room temperature for 2 hr, and concentrated under reduced pressure. The residue was dissolved in water (10 mL), and 1N hydrochloric acid (5.00 mL) was added at 0° C. The resulting precipitate was collected by...